describe an organic reaction: reactants, conditions, products, and yield From a dataset of the Open Reaction Database (ORD), a public repository of structured organic reaction records. Reactants: Cc1oc(C(C)(C)C)nc1CCl, O=C([O-])[O-], CC(C)=O, [Cs+], [Cs+], O=Cc1ccc(O)c2ccsc12. The product is Cc1oc(C(C)(C)C)nc1COc1ccc(C=O)c2sccc12. Reaction SMILES: [C:1]([CH3:2])([CH3:3])([CH3:4])[c:5]1[o:6][c:7]([CH3:12])[c:8]([CH2:10][Cl:11])[n:9]1.[C:25](=[O:26])([O-:27])[O-:28].[CH3:31][C:32](=[O:33])[CH3:34].[Cs+:29].[Cs+:30].[OH:13][c:14]1[cH:15][cH:16][c:17]([CH:23]=[O:24])[c:18]2[s:19][cH:20][cH:21][c:22]12>>[C:1]([CH3:2])([CH3:3])([CH3:4])[c:5]1[o:6][c:7]([CH3:12])[c:8]([CH2:10][O:13][c:14]2[cH:15][cH:16][c:17]([CH:23]=[O:24])[c:18]3[s:19][cH:20][cH:21][c:22]23)[n:9]1. Procedure details: The reaction of 3,4,5,6-tetrahydro-1H-2,5-ethanoazepino[4,3-b]indole (212 mg, 1.0 mmol; Example 187A) and 7-bromoquinoline (312 mg, 1.5 mmol; Ark Pharm) was performed as described in Example 68 to afford the title compound: 1H NMR (300 MHz, methanol-d4) δ ppm 1.96-2.23 (m, 4H) 2.99-3.05 (m, 1H) 3.10-3.30 (m, 4H) 4.37 (s, 2H) 7.07-7.21 (m, 3H) 7.40-7.49 (m, 1H) 7.59-7.69 (m, 2H) 7.97 (d, J=2 Hz, 1H) 8.17 (d, J=9 Hz, 1H) 8.50 (d, J=7 Hz, 1H) 8.95 (dd, J=4, 2 Hz, 1H); MS (DCI/NH3) m/z 340 (M+H)+. The reactants are C1N2CCC(C=3NC=4C=CC=CC4C31)CC2 (3,4,5,6-tetrahydro-1H-2,5-ethanoazepino[4,3-b]indole), BrC1=CC=C2C=CC=NC2=C1 (7-bromoquinoline). The product is N1=CC=CC2=CC=C(C=C12)N1C2=C(C=3C=CC=CC13)CN1CCC2CC1 (6-quinolin-7-yl-3,4,5,6-tetrahydro-1H-2,5-ethanoazepino[4,3-b]indole). As a reaction SMILES: [CH2:1]1[C:14]2[C:13]3[CH:12]=[CH:11][CH:10]=[CH:9][C:8]=3[NH:7][C:6]=2[CH:5]2[CH2:15][CH2:16][N:2]1[CH2:3][CH2:4]2.Br[C:18]1[CH:27]=[C:26]2[C:21]([CH:22]=[CH:23][CH:24]=[N:25]2)=[CH:20][CH:19]=1>>[N:25]1[C:26]2[C:21](=[CH:20][CH:19]=[C:18]([N:7]3[C:8]4[CH:9]=[CH:10][CH:11]=[CH:12][C:13]=4[C:14]4[CH2:1][N:2]5[CH2:3][CH2:4][CH:5]([C:6]3=4)[CH2:15][CH2:16]5)[CH:27]=2)[CH:22]=[CH:23][CH:24]=1. Reactants: CC#N, N#Cc1ccc(O)cc1Cl, O=C1CCC(=O)N1Br, O=S(=O)(O)C(F)(F)F. The product is N#Cc1cc(Br)c(O)cc1Cl. As a reaction SMILES: [CH3:27][C:28]#[N:29].[Cl:1][c:2]1[c:3]([C:4]#[N:5])[cH:6][cH:7][c:8]([OH:10])[cH:9]1.[O:19]=[C:20]1[N:21]([Br:26])[C:22](=[O:23])[CH2:24][CH2:25]1.[OH:11][S:12]([C:13]([F:14])([F:15])[F:16])(=[O:17])=[O:18]>>[Cl:1][c:2]1[c:3]([C:4]#[N:5])[cH:6][c:7]([Br:26])[c:8]([OH:10])[cH:9]1. Starting materials: two, C(C)#N (acetonitrile), C(=O)(O)[O-].[Na+] (NaHCO3), IC=1C(=NN2C1C=CC=C2)C(C)C (3-iodo-2-isopropyl-pyrazolo[1,5-a]pyridine), CC1(OB(OC1(C)C)C=1C=NN(C1)C(=O)OC(C)(C)C)C (tert-butyl 4-(4,4,5,5-tetramethyl-1,3,2-dioxaborolan-2-yl)-1-pyrazolecarboxylate). Run in ClCCl (dichloromethane), FC(C(=O)O)(F)F (trifluoroacetic acid), ClCCl (dichloromethane). Reaction conditions: time 2 hour. Product: C(C)(C)C1=NN2C(C=CC=C2)=C1C=1C=NNC1 (2-isopropyl-3-(1H-pyrazol-4-yl)-pyrazolo[1,5-a]pyridine). The yield is 61.5%. Reaction SMILES: I[C:2]1[C:3]([CH:11]([CH3:13])[CH3:12])=[N:4][N:5]2[CH:10]=[CH:9][CH:8]=[CH:7][C:6]=12.CC1(C)C(C)(C)OB([C:22]2[CH:23]=[N:24][N:25](C(OC(C)(C)C)=O)[CH:26]=2)O1.C(#N)C.C([O-])(O)=O.[Na+]>FC(F)(F)C(O)=O.ClCCl>[CH:11]([C:3]1[C:2]([C:22]2[CH:23]=[N:24][NH:25][CH:26]=2)=[C:6]2[CH:7]=[CH:8][CH:9]=[CH:10][N:5]2[N:4]=1)([CH3:13])[CH3:12] |f:3.4|. Procedure details: To two 20 ml microwave reaction vials were each added 3-iodo-2-isopropyl-pyrazolo[1,5-a]pyridine (486 mg, 1.69 mmol), tert-butyl 4-(4,4,5,5-tetramethyl-1,3,2-dioxaborolan-2-yl)-1-pyrazolecarboxylate (500 mg, 1.69 mmol), [1,1′-bis(diphenylphosphino)ferrocene]dichloropalladium(II) complex with dichloromethane (139 mg, 0.17 mmol), acetonitrile (8 ml), and 1 M aqueous NaHCO3 solution (5 ml). The mixture was placed in a microwave reactor for 2 hours at 140° C. The reaction mixture from the two vials ... Starting materials: [Li]CCCC (n-BuLi), C(C)(C)NC(C)C (diisopropyl amine), C(CCCC(=O)[O-])(=O)OC (monomethyl glutarate), BrCC(=O)OC(C)(C)C (tert-butyl bromoacetate). Run in CN(C)P(=O)(N(C)C)N(C)C (HMPA), C1CCOC1 (THF), C1CCOC1 (THF), C1CCOC1 (THF). Reaction conditions: time 20 minute. The product is C(C)(C)(C)OC(CC(CCC(=O)O)C(=O)OC)=O (3-Methoxycarbonyl-hexanedioic acid 1-tert-butyl ester). As a reaction SMILES: [Li]CCCC.C(NC(C)C)(C)C.[C:13]([O:21][CH3:22])(=[O:20])[CH2:14][CH2:15][CH2:16][C:17]([O-:19])=[O:18].Br[CH2:24][C:25]([O:27][C:28]([CH3:31])([CH3:30])[CH3:29])=[O:26]>C1COCC1.CN(P(N(C)C)(N(C)C)=O)C>[C:28]([O:27][C:25](=[O:26])[CH2:24][CH:14]([C:13]([O:21][CH3:22])=[O:20])[CH2:15][CH2:16][C:17]([OH:19])=[O:18])([CH3:31])([CH3:30])[CH3:29]. Procedure details: To a solution of n-BuLi (2.5 M, 2.6 mL, 71.5 mmol) in anhydrous THF (200 mL) was added anhydrous diisopropyl amine (9.6 mL, 68.30 mmol) at −78° C. After 20 minutes of stirring, a solution of monomethyl glutarate (5 g, 32.5 mmol) in anhydrous THF (20 mL) was added drop wise under controlled temperature. After 30 minutes, a solution of tert-butyl bromoacetate (4.9 mL, 32.50 mmol) in anhydrous THF (20 mL) was slowly added followed by the addition of HMPA (8 mL). The reaction mixture was stirred at ... Reactants: O=C(Br)c1ccccc1, CCOCC, CC(=O)CC(C)=O, Cl[Sn]Cl. Yields the product CC(=O)C=C(C)[Sn](Cl)(Cl)Br. RXN SMILES: [C:11](=[O:12])([c:13]1[cH:14][cH:15][cH:16][cH:17][cH:18]1)[Br:19].[CH3:20][CH2:21][O:22][CH2:23][CH3:24].[CH3:4][C:5](=[O:6])[CH2:7][C:8]([CH3:9])=[O:10].[Sn:1]([Cl:2])[Cl:3]>>[Sn:1]([Cl:2])([Cl:3])([C:5]([CH3:4])=[CH:7][C:8]([CH3:9])=[O:10])[Br:19]. The reactants are CC(=O)O, CNC1=Nc2ccc(Cl)cc2C(c2ccccc2Cl)=NC1, O=N[O-], O. The product is O=[N+]([O-])C=C1CN=C(c2ccccc2Cl)c2cc(Cl)ccc2N1. As a reaction SMILES: [CH3:25][C:26](=[O:27])[OH:28].[Cl:4][c:5]1[cH:6][cH:7][c:8]2[c:9]([cH:24]1)[C:10]([c:17]1[c:18]([Cl:23])[cH:19][cH:20][cH:21][cH:22]1)=[N:11][CH2:12][C:13]([NH:15][CH3:16])=[N:14]2.[O-:1][N:2]=[O:3].[OH2:29]>>[O-:1][N+:2](=[O:3])[CH:25]=[C:13]1[CH2:12][N:11]=[C:10]([c:17]2[c:18]([Cl:23])[cH:19][cH:20][cH:21][cH:22]2)[c:9]2[c:8]([cH:7][cH:6][c:5]([Cl:4])[cH:24]2)[NH:14]1. Reactants: BrC=1N=C(N2C1C(=NC=C2)C)C2CN(C2)C(=O)OCC2=CC=CC=C2 (Benzyl 3-(1-bromo-8-methylimidazo[1,5-a]pyrazin-3-yl)azetidine-1-carboxylate). The solvent is Cl (hydrochloric acid). Product: N1CC(C1)C1=NC(=C2N1C=CN=C2C)Br (3-(azetidin-3-yl)-1-bromo-8-methylimidazo[1,5-a]pyrazine). Isolated yield 104.6%. As a reaction SMILES: [Br:1][C:2]1[N:3]=[C:4]([CH:12]2[CH2:15][N:14](C(OCC3C=CC=CC=3)=O)[CH2:13]2)[N:5]2[CH:10]=[CH:9][N:8]=[C:7]([CH3:11])[C:6]=12>Cl>[NH:14]1[CH2:15][CH:12]([C:4]2[N:5]3[CH:10]=[CH:9][N:8]=[C:7]([CH3:11])[C:6]3=[C:2]([Br:1])[N:3]=2)[CH2:13]1. Procedure: Benzyl 3-(1-bromo-8-methylimidazo[1,5-a]pyrazin-3-yl)azetidine-1-carboxylate (1.58 g) was dissolved in 37% hydrochloric acid (14.84 ml) and stirred at room temperature. After one hour the reaction mixture was concentrated in vacuo and coevaporated with toluene. Then the residue was dissolved in dichloromethane/methanol, 15 gram of Silica-carbonate (0.77 mmol/gram) was added and the suspension was stirred for 15 minutes. The suspension was filtered, the solids rinsed with methanol and the filtrat... The reactants are C(C)(C)(C)OC(=O)N1CCN(CC1)C1=C(C=CC(=C1)N(C)S(=O)(=O)C1=CC=CC=2OC(OC21)(F)F)OC (4-{5-[(2,2-Difluoro-benzo[1,3]dioxole-4-sulfonyl)-methyl-amino]-2-methoxy-phenyl}-piperazine-1-carboxylic acid tert-butyl ester), Cl (HCl). The solvent is CCOCC (ether), ClCCl (dichloromethane). The product is Cl.COC1=C(C=C(C=C1)NS(=O)(=O)C1=CC=CC=2OC(OC21)(F)F)N2CCNCC2 (2,2-Difluoro-benzo[1,3]dioxole-4-sulfonic Acid (4-methoxy-3-piperazin-1-yl-phenyl)-amide Hydrochloride). As a reaction SMILES: C(OC([N:8]1[CH2:13][CH2:12][N:11]([C:14]2[CH:19]=[C:18]([N:20]([S:22]([C:25]3[C:33]4[O:32][C:31]([F:35])([F:34])[O:30][C:29]=4[CH:28]=[CH:27][CH:26]=3)(=[O:24])=[O:23])C)[CH:17]=[CH:16][C:15]=2[O:36][CH3:37])[CH2:10][CH2:9]1)=O)(C)(C)C.[ClH:38]>CCOCC.ClCCl>[ClH:38].[CH3:37][O:36][C:15]1[CH:16]=[CH:17][C:18]([NH:20][S:22]([C:25]2[C:33]3[O:32][C:31]([F:35])([F:34])[O:30][C:29]=3[CH:28]=[CH:27][CH:26]=2)(=[O:24])=[O:23])=[CH:19][C:14]=1[N:11]1[CH2:12][CH2:13][NH:8][CH2:9][CH2:10]1 |f:4.5|. Reported procedure: The title compound was prepared by treatment of 4-{5-[(2,2-Difluoro-benzo[1,3]dioxole-4-sulfonyl)-methyl-amino]-2-methoxy-phenyl}-piperazine-1-carboxylic acid tert-butyl ester with HCl in ether and dichloromethane as solvent. Starting materials: O (water), C(C)(C)N(CC)C(C)C (Diisopropylethylamine), ClC1=NC=C(C(=N1)NC1=CC=C(C=C1)OC)[N+](=O)[O-] ((2-chloro-5-nitro-pyrimidin-4-yl)-(4-methoxy-phenyl)-amine), C1(=CC=CC=C1)N1N=CC(=C1)N (1-phenyl-1H-pyrazol-4-ylamine). Run in O1CCOCC1 (dioxane). Reaction conditions: time 16 hour. Product: COC1=CC=C(C=C1)NC1=NC(=NC=C1[N+](=O)[O-])NC=1C=NN(C1)C1=CC=CC=C1 (N4-(4-methoxy-phenyl)-5-nitro-N2-(1-phenyl-1H-pyrazol-4-yl)-pyrimidine-2,4-diamine). RXN SMILES: C(N(C(C)C)CC)(C)C.Cl[C:11]1[N:16]=[C:15]([NH:17][C:18]2[CH:23]=[CH:22][C:21]([O:24][CH3:25])=[CH:20][CH:19]=2)[C:14]([N+:26]([O-:28])=[O:27])=[CH:13][N:12]=1.[C:29]1([N:35]2[CH:39]=[C:38]([NH2:40])[CH:37]=[N:36]2)[CH:34]=[CH:33][CH:32]=[CH:31][CH:30]=1.O>O1CCOCC1>[CH3:25][O:24][C:21]1[CH:22]=[CH:23][C:18]([NH:17][C:15]2[C:14]([N+:26]([O-:28])=[O:27])=[CH:13][N:12]=[C:11]([NH:40][C:38]3[CH:37]=[N:36][N:35]([C:29]4[CH:34]=[CH:33][CH:32]=[CH:31][CH:30]=4)[CH:39]=3)[N:16]=2)=[CH:19][CH:20]=1. Procedure: 284 g (19.0 mmol) Diisopropylethylamine are added to a solution of 561 mg (2.00 mmol) (2-chloro-5-nitro-pyrimidin-4-yl)-(4-methoxy-phenyl)-amine and 350 mg (2.00 mmol) 1-phenyl-1H-pyrazol-4-ylamine in 6 ml dioxane. The mixture is stirred for 16 hours at room temperature. Then water is added to the reaction mixture, the resulting precipitate is filtered off, washed with water and dried under vacuum giving N4-(4-methoxy-phenyl)-5-nitro-N2-(1-phenyl-1H-pyrazol-4-yl)-pyrimidine-2,4-diamine as yellow...